Dataset: the Open Reaction Database (ORD), a public repository of structured organic reaction records. Task: describe an organic reaction: reactants, conditions, products, and yield The reactants are CCC(C=O)N(Cc1ccccc1)Cc1ccccc1, [Li]C. The product is CCC(C(C)O)N(Cc1ccccc1)Cc1ccccc1. RXN SMILES: [CH2:3]([c:4]1[cH:5][cH:6][cH:7][cH:8][cH:9]1)[N:10]([CH:11]([CH:12]=[O:13])[CH2:14][CH3:15])[CH2:16][c:17]1[cH:18][cH:19][cH:20][cH:21][cH:22]1.[Li:1][CH3:2]>>[CH3:2][CH:12]([CH:11]([N:10]([CH2:3][c:4]1[cH:5][cH:6][cH:7][cH:8][cH:9]1)[CH2:16][c:17]1[cH:18][cH:19][cH:20][cH:21][cH:22]1)[CH2:14][CH3:15])[OH:13]. The reactants are CCN=C=NCCCN(C)C, CN(C)C=O, CCN(C(C)C)C(C)C, Cl, CCC(C)ON(CC(O)C(N)Cc1ccccc1)S(=O)(=O)c1ccc(OC)cc1, O, Cc1c(O)cccc1C(=O)O, On1nnc2ccccc21. Product: CCC(C)ON(CC(O)C(Cc1ccccc1)Nc1cccc(O)c1C)S(=O)(=O)c1ccc(OC)cc1. As a reaction SMILES: [CH3:53][N:54]([CH3:55])[CH2:56][CH2:57][CH2:58][N:59]=[C:60]=[N:61][CH2:62][CH3:63].[CH3:73][N:74]([CH3:75])[CH:76]=[O:77].[CH:64]([N:65]([CH:66]([CH3:67])[CH3:68])[CH2:69][CH3:70])([CH3:71])[CH3:72].[ClH:52].[NH2:1][CH:2]([CH:3]([CH2:4][N:5]([S:6](=[O:7])(=[O:8])[c:9]1[cH:10][cH:11][c:12]([O:15][CH3:16])[cH:13][cH:14]1)[O:17][CH:18]([CH3:19])[CH2:20][CH3:21])[OH:22])[CH2:23][c:24]1[cH:25][cH:26][cH:27][cH:28][cH:29]1.[OH2:41].[OH:30][c:31]1[c:32]([CH3:40])[c:33]([C:34]([OH:35])=[O:36])[cH:37][cH:38][cH:39]1.[OH:42][n:43]1[c:44]2[cH:45][cH:46][cH:47][cH:48][c:49]2[n:50][n:51]1>>[NH:1]([CH:2]([CH:3]([CH2:4][N:5]([S:6](=[O:7])(=[O:8])[c:9]1[cH:10][cH:11][c:12]([O:15][CH3:16])[cH:13][cH:14]1)[O:17][CH:18]([CH3:19])[CH2:20][CH3:21])[OH:22])[CH2:23][c:24]1[cH:25][cH:26][cH:27][cH:28][cH:29]1)[c:33]1[c:32]([CH3:40])[c:31]([OH:30])[cH:39][cH:38][cH:37]1. The reactants are Br (hydrobromic acid), C(C)(=O)O (acetic acid), C(C(=O)C1=CC=CC=C1)OC(C(NC(=O)OC(C)(C)C)C1=CC=C(C=C1)OCC(=O)C1=CC=CC=C1)=O (N-tert-butoxycarbonyl-2-(4-phenacyloxyphenyl)glycin phenacyl ester). The solvent is C(C)(=O)OCC (ethyl acetate). Yields the product Br.C(C(=O)C1=CC=CC=C1)OC(C(N)C1=CC=C(C=C1)OCC(=O)C1=CC=CC=C1)=O (2-(4-phenacyloxyphenyl)glycine phenacyl ester hydrobromide). As a reaction SMILES: [CH2:1]([O:10][C:11](=[O:37])[CH:12]([C:21]1[CH:26]=[CH:25][C:24]([O:27][CH2:28][C:29]([C:31]2[CH:36]=[CH:35][CH:34]=[CH:33][CH:32]=2)=[O:30])=[CH:23][CH:22]=1)[NH:13]C(OC(C)(C)C)=O)[C:2]([C:4]1[CH:9]=[CH:8][CH:7]=[CH:6][CH:5]=1)=[O:3].[BrH:38].C(O)(=O)C>C(OCC)(=O)C>[BrH:38].[CH2:1]([O:10][C:11](=[O:37])[CH:12]([C:21]1[CH:26]=[CH:25][C:24]([O:27][CH2:28][C:29]([C:31]2[CH:32]=[CH:33][CH:34]=[CH:35][CH:36]=2)=[O:30])=[CH:23][CH:22]=1)[NH2:13])[C:2]([C:4]1[CH:5]=[CH:6][CH:7]=[CH:8][CH:9]=1)=[O:3] |f:4.5|. Procedure details: To a solution of N-tert-butoxycarbonyl-2-(4-phenacyloxyphenyl)glycin phenacyl ester (1.0 g.) in ethyl acetate (10 ml.) was added a mixture of hydrobromic acid and acetic acid (2 ml., 4:1 v/v), and then the mixture was stirred for half an hour at ambient temperature. The precipitates were collected by filtration and washed with ethyl acetate to give 2-(4-phenacyloxyphenyl)glycine phenacyl ester hydrobromide (830 mg.), which was recrystallized from a mixture of ethanol, methanol and diethyl ether ... The product is COc1cccc(Nc2c(C(N)=O)cnc3c(C)cc(S(=O)(=O)c4cccc(C(=O)Nc5ccc(C#CCCCNCC(O)c6ccc(O)c7[nH]c(=O)ccc67)cc5)c4)cc23)c1. Reaction SMILES: [C:19]([Si:20]([CH3:21])([CH3:22])[O:24][CH:25]([CH2:26][NH:27][CH2:28][CH2:29][CH2:30][C:31]#[C:32][c:33]1[cH:34][cH:35][c:36]([NH:39][C:40](=[O:41])[c:42]2[cH:43][c:44]([S:48](=[O:49])(=[O:50])[c:51]3[cH:52][c:53]4[c:54]([NH:65][c:66]5[cH:67][c:68]([O:72][CH3:73])[cH:69][cH:70][cH:71]5)[c:55]([C:62](=[O:63])[NH2:64])[cH:56][n:57][c:58]4[c:59]([CH3:61])[cH:60]3)[cH:45][cH:46][cH:47]2)[cH:37][cH:38]1)[c:74]1[c:75]2[cH:76][cH:77][c:78](=[O:85])[nH:79][c:80]2[c:81]([OH:84])[cH:82][cH:83]1)([CH3:23])([CH3:86])[CH3:87].[CH2:2]([N+:3]([CH2:4][CH2:5][CH2:6][CH3:7])([CH2:8][CH2:9][CH2:10][CH3:11])[CH2:12][CH2:13][CH2:14][CH3:15])[CH2:16][CH2:17][CH3:18].[CH2:92]1[O:93][CH2:94][CH2:95][CH2:96]1.[CH3:88][C:89](=[O:90])[OH:91].[F-:1]>>[OH:24][CH:25]([CH2:26][NH:27][CH2:28][CH2:29][CH2:30][C:31]#[C:32][c:33]1[cH:34][cH:35][c:36]([NH:39][C:40](=[O:41])[c:42]2[cH:43][c:44]([S:48](=[O:49])(=[O:50])[c:51]3[cH:52][c:53]4[c:54]([NH:65][c:66]5[cH:67][c:68]([O:72][CH3:73])[cH:69][cH:70][cH:71]5)[c:55]([C:62](=[O:63])[NH2:64])[cH:56][n:57][c:58]4[c:59]([CH3:61])[cH:60]3)[cH:45][cH:46][cH:47]2)[cH:37][cH:38]1)[c:74]1[c:75]2[cH:76][cH:77][c:78](=[O:85])[nH:79][c:80]2[c:81]([OH:84])[cH:82][cH:83]1. Starting materials: COc1cccc(Nc2c(C(N)=O)cnc3c(C)cc(S(=O)(=O)c4cccc(C(=O)Nc5ccc(C#CCCCNCC(O[Si](C)(C)C(C)(C)C)c6ccc(O)c7[nH]c(=O)ccc67)cc5)c4)cc23)c1, CCCC[N+](CCCC)(CCCC)CCCC, C1CCOC1, CC(=O)O, [F-]. Reactants: CN(S(=O)(=O)Cl)C (Dimethylsulfamoyl chloride), COC1=CC=C(C=C1)C1=C(NC2=CC=CC=C12)C=1C(=NOC1C)C (4-(3-(4-methoxyphenyl)-1H-indol-2-yl)-3,5-dimethylisoxazole), COC1=CC=C(C=C1)C1=C(NC2=CC=CC=C12)C=1C(=NOC1C)C (4-(3-(4-methoxyphenyl)-1H-indol-2-yl)-3,5-dimethylisoxazole), [H-].[Na+] (NaH), O (water). Run in CN(C)C=O (DMF). Run at time 30 minute. The product is CC1=NOC(=C1C=1N(C2=CC=CC=C2C1C1=CC=C(C=C1)OC)S(=O)(=O)N(C)C)C (2-(3,5-dimethylisoxazol-4-yl)-3-(4-methoxyphenyl)-N,N-dimethyl-1H-indole-1-sulfonamide). Reaction SMILES: [CH3:1][O:2][C:3]1[CH:8]=[CH:7][C:6]([C:9]2[C:17]3[C:12](=[CH:13][CH:14]=[CH:15][CH:16]=3)[NH:11][C:10]=2[C:18]2[C:19]([CH3:24])=[N:20][O:21][C:22]=2[CH3:23])=[CH:5][CH:4]=1.[H-].[Na+].[CH3:27][N:28]([CH3:33])[S:29](Cl)(=[O:31])=[O:30].O>CN(C=O)C>[CH3:24][C:19]1[C:18]([C:10]2[N:11]([S:29]([N:28]([CH3:33])[CH3:27])(=[O:31])=[O:30])[C:12]3[C:17]([C:9]=2[C:6]2[CH:5]=[CH:4][C:3]([O:2][CH3:1])=[CH:8][CH:7]=2)=[CH:16][CH:15]=[CH:14][CH:13]=3)=[C:22]([CH3:23])[O:21][N:20]=1 |f:1.2|. Procedure: 4-(3-(4-methoxyphenyl)-1H-indol-2-yl)-3,5-dimethylisoxazole (the intermediate product of step (d) from Example 1, 35 mg, 0.11 mmol) was added to a suspension of NaH (25 mg, 60% in heptane) in DMF (dry, 0.7 ml) at 0° C. under nitrogen. The mixture was stirred at rt for 30 min and was then cooled to 0° C. again. Dimethylsulfamoyl chloride (2 eq) was added drop wise. The mixture was stirred at rt for 2 h, cooled to 0° C. and water was added to quench the reaction. Extraction with DCM using isolute ... Reactants: CSC1=CC=C(C=C1)C1=C(C=NO1)CCCO (3-[5-(4-methylthiophenyl)-4-isoxazolyl]propan-1-ol), ClC1=CC(=CC=C1)C(=O)OO (m-chloroperbenzoic acid), O (water). Run in O1CCCC1 (tetrahydrofuran). Run at time 1 hour. Yields the product CS(=O)(=O)C1=CC=C(C=C1)C1=C(C=NO1)CCCO (3-[5-(4-methylsulfonylphenyl)-4-isoxazolyl]propan-1-ol). Isolated yield 85.0%. RXN SMILES: [CH3:1][S:2][C:3]1[CH:8]=[CH:7][C:6]([C:9]2[O:13][N:12]=[CH:11][C:10]=2[CH2:14][CH2:15][CH2:16][OH:17])=[CH:5][CH:4]=1.ClC1C=CC=C(C(OO)=[O:26])C=1.[OH2:29]>O1CCCC1>[CH3:1][S:2]([C:3]1[CH:4]=[CH:5][C:6]([C:9]2[O:13][N:12]=[CH:11][C:10]=2[CH2:14][CH2:15][CH2:16][OH:17])=[CH:7][CH:8]=1)(=[O:26])=[O:29]. Procedure details: To a solution of 3-[5-(4-methylthiophenyl)-4-isoxazolyl]propan-1-ol (500 mg) in tetrahydrofuran (30 ml) was gradually added m-chloroperbenzoic acid (870 mg) at 0° C., and the mixture was stirred at room temperature for 1 hr. The reaction mixture was poured into iced water, and extracted with ethyl acetate. The ethyl acetate layer was washed with saturated brine, dried (MgSO4) and concentrated. The residue was subjected to silica gel column chromatography to give crystals (480 mg, yield 85%) of 3... Reactants: ice hydrochloric acid, solution, ClC1=NC=C(C(=O)Cl)C=C1 (6-chloronicotinoyl chloride), [Cl-].[Al+3].[Cl-].[Cl-] (aluminum chloride), C1=CC=CC=C1 (benzene). Product: C(C1=CC=CC=C1)(=O)C=1C=NC(=CC1)Cl (3-benzoyl-6-chloropyridine). As a reaction SMILES: [Cl:1][C:2]1[CH:10]=[CH:9][C:5]([C:6](Cl)=[O:7])=[CH:4][N:3]=1.[Cl-].[Al+3].[Cl-].[Cl-].[CH:15]1[CH:20]=[CH:19][CH:18]=[CH:17][CH:16]=1>>[C:6]([C:5]1[CH:4]=[N:3][C:2]([Cl:1])=[CH:10][CH:9]=1)(=[O:7])[C:15]1[CH:20]=[CH:19][CH:18]=[CH:17][CH:16]=1 |f:1.2.3.4|. Procedure: To 40 ml of a solution of 5.28 g of 6-chloronicotinoyl chloride in benzene, 16 g of aluminum chloride was added under ice-cooling and the resulting mixture was heated under reflux for six hours. After cooling, the reaction mixture was poured into a solution of ice/hydrochloric acid and extracted with ether. The organic phase was washed with water and dried over anhydrous sodium sulfate. After filtering off the sodium sulfate and distilling off the solvent, 4.6 g of 3-benzoyl-6-chloropyridine was... Starting materials: O=Cc1ccn(Cc2ccccc2)c1, CCOP(=O)(CC(=O)OC)OCC, [H-], [Na+], CN(C)C=O. Product: COC(=O)C=Cc1ccn(Cc2ccccc2)c1. As a reaction SMILES: [CH2:16]([c:17]1[cH:18][cH:19][cH:20][cH:21][cH:22]1)[n:23]1[cH:24][c:25]([CH:28]=[O:29])[cH:26][cH:27]1.[CH2:3]([O:4][P:5](=[O:6])([O:7][CH2:8][CH3:9])[CH2:11][C:12](=[O:13])[O:14][CH3:15])[CH3:10].[H-:1].[Na+:2].[O:30]=[CH:31][N:32]([CH3:33])[CH3:34]>>[CH:11]([C:12](=[O:13])[O:14][CH3:15])=[CH:28][c:25]1[cH:24][n:23]([CH2:16][c:17]2[cH:18][cH:19][cH:20][cH:21][cH:22]2)[cH:27][cH:26]1. The reactants are FC1=C(C=C(C(=C1CO)F)F)N1CCN(CC1)C(=O)OC(C)(C)C (tert-butyl 4-(2,4,5-trifluoro-3-(hydroxymethyl)phenyl)piperazine-1-carboxylate), P(Br)(Br)Br (PBr3). The solvent is C(Cl)Cl (DCM). The product is BrCC=1C(=C(C=C(C1F)F)N1CCN(CC1)C(=O)OC(C)(C)C)F (tert-butyl 4-(3-(bromomethyl)-2,4,5-trifluorophenyl)piperazine-1-carboxylate). As a reaction SMILES: [F:1][C:2]1[C:7]([CH2:8]O)=[C:6]([F:10])[C:5]([F:11])=[CH:4][C:3]=1[N:12]1[CH2:17][CH2:16][N:15]([C:18]([O:20][C:21]([CH3:24])([CH3:23])[CH3:22])=[O:19])[CH2:14][CH2:13]1.P(Br)(Br)[Br:26]>C(Cl)Cl>[Br:26][CH2:8][C:7]1[C:2]([F:1])=[C:3]([N:12]2[CH2:17][CH2:16][N:15]([C:18]([O:20][C:21]([CH3:24])([CH3:23])[CH3:22])=[O:19])[CH2:14][CH2:13]2)[CH:4]=[C:5]([F:11])[C:6]=1[F:10]. Procedure: tert-butyl 4-(2,4,5-trifluoro-3-(hydroxymethyl)phenyl)piperazine-1-carboxylate (180 mg, 0.52 mmol) was reacted under the standard conditions with PBr3 in DCM (see Example 189, Step ii) to give tert-butyl 4-(3-(bromomethyl)-2,4,5-trifluorophenyl)piperazine-1-carboxylate (57 mg).